This data is from the Open Reaction Database (ORD), a public repository of structured organic reaction records. The task is: describe an organic reaction: reactants, conditions, products, and yield Reactants: [Li+].[OH-] (LiOH), C(C)OC(C1=CN=C(C=C1)C1=CC=CC=C1)=O (6-phenyl-nicotinic acid ethyl ester). The solvent is C1CCOC1.CO.O (THF MeOH H2O). Reaction conditions: time 8 hour. Yields the product C1(=CC=CC=C1)C1=NC=C(C(=O)O)C=C1 (6-phenyl-nicotinic acid). Yield: 81.0%. As a reaction SMILES: [Li+].[OH-].C([O:5][C:6](=[O:19])[C:7]1[CH:12]=[CH:11][C:10]([C:13]2[CH:18]=[CH:17][CH:16]=[CH:15][CH:14]=2)=[N:9][CH:8]=1)C>C1COCC1.CO.O>[C:13]1([C:10]2[CH:11]=[CH:12][C:7]([C:6]([OH:19])=[O:5])=[CH:8][N:9]=2)[CH:14]=[CH:15][CH:16]=[CH:17][CH:18]=1 |f:0.1,3.4.5|. Procedure details: LiOH (38 mg, 0.93 mmol) was added to a stirred solution of 6-phenyl-nicotinic acid ethyl ester (140 mg, 0.62 mmol) in THF:MeOH:H2O (3:1:1, 2.8 mL), and the resulting mixture was stirred at room temperature overnight. The methanol and THF were evaporated from the reaction mixture, which was then diluted with water (2 mL), acidified with citric acid solution and the product was extracted with EtOAc. The organic layer was washed with saturated brine solution, dried over Na2SO4 and concentrated in v... The reactants are N1C(=NC2=C1C=CC=C2)C(C=2C=C(C=CC2F)C#CCCCCN)OC2CCN(CC2)C (6-{3-[(1H-benzimidazol-2-yl)(1-methylpiperidin-4-yloxy)methyl]-4-fluorophenyl}hex-5-ynylamine), C(C(=O)[O-])(=O)[O-] (oxalate), CC1C(C(CC1)=O)=O (3-methyl-1,2-cyclopentanedione). The solvent is C(C)O (ethanol), O (water), [OH-].[Na+] (sodium hydroxide). Product: N1C(=NC2=C1C=CC=C2)C(C=2C=C(C=CC2F)C#CCCCCN=C2CCC(=C2O)C)OC2CCN(CC2)C (5-(6-{3-[(1H-benzimidazol-2-yl)(1-methylpiperidin-4-yloxy)methyl]-4-fluorophenyl}hex-5-ynylimino)-2-methylcyclopent-1-enol). Reaction SMILES: [NH:1]1[C:5]2[CH:6]=[CH:7][CH:8]=[CH:9][C:4]=2[N:3]=[C:2]1[CH:10]([O:25][CH:26]1[CH2:31][CH2:30][N:29]([CH3:32])[CH2:28][CH2:27]1)[C:11]1[CH:12]=[C:13]([C:18]#[C:19][CH2:20][CH2:21][CH2:22][CH2:23][NH2:24])[CH:14]=[CH:15][C:16]=1[F:17].C([O-])(=O)C([O-])=O.[CH3:39][CH:40]1[CH2:44][CH2:43][C:42](=O)[C:41]1=[O:46]>C(O)C.O.[OH-].[Na+]>[NH:1]1[C:5]2[CH:6]=[CH:7][CH:8]=[CH:9][C:4]=2[N:3]=[C:2]1[CH:10]([O:25][CH:26]1[CH2:27][CH2:28][N:29]([CH3:32])[CH2:30][CH2:31]1)[C:11]1[CH:12]=[C:13]([C:18]#[C:19][CH2:20][CH2:21][CH2:22][CH2:23][N:24]=[C:42]2[C:41]([OH:46])=[C:40]([CH3:39])[CH2:44][CH2:43]2)[CH:14]=[CH:15][C:16]=1[F:17] |f:5.6|. Reported procedure: A mixture of 6-{3-[(1H-benzimidazol-2-yl)(1-methylpiperidin-4-yloxy)methyl]-4-fluorophenyl}hex-5-ynylamine, oxalate (example 557, 50 mg), 3-methyl-1,2-cyclopentanedione (11.8 mg) in ethanol (2 mL) is refluxed for 2 h. The mixture is then cooled, diluted with water and 1N sodium hydroxide and extracted with ethyl acetate. Pooled extracts are dried over magnesium sulfate and concentrated under reduced pressure. The residue is purified by chromatography over silica gel (gradient dichloromethane/met... Reactants: C1(=CC=CC=C1)S (benzenthiol), C(C(=O)Cl)(=O)Cl (oxalyl chloride), [Al+3].[Cl-].[Cl-].[Cl-] (AlCl3), Cl (HCl). The solvent is CCOCC (Et2O), C(Cl)Cl (CH2Cl2). Reaction conditions: time 1.5 hour. Product: S1C2=C(C(C1=O)=O)C=CC=C2 (benzo[b]thiophene-2,3-dione). Yield: 75.4%. RXN SMILES: [C:1]1([SH:7])[CH:6]=[CH:5][CH:4]=[CH:3][CH:2]=1.[C:8](Cl)(=[O:12])[C:9](Cl)=[O:10].[Al+3].[Cl-].[Cl-].[Cl-].Cl>CCOCC.C(Cl)Cl>[S:7]1[C:9](=[O:10])[C:8](=[O:12])[C:2]2[CH:3]=[CH:4][CH:5]=[CH:6][C:1]1=2 |f:2.3.4.5|. Reported procedure: To a solution of benzenthiol (1 ml, 9.7 mmol) in Et2O (30 ml) at 0° C. oxalyl chloride (0.94 ml, 10.7 mmol) was added dropwise. The mixture was stirred at room temperature for 1.5 hour, then, the solvent was evaporated under reduced pressure. The crude was dissolved in CH2Cl2 (40 ml) and a solution of AlCl3 (4.75 g, 35 mmol) in CH2Cl2 (32 ml) was added dropwise at 0° C. The mixture was stirred for 16 hours at room temperature, then, ice and 1M HCl were added until a clear mixture was obtained. A... Starting materials: [Br-].CC1(C(C(C2=CC(=CC=C12)C(C)[P+](C1=CC=CC=C1)(C1=CC=CC=C1)C1=CC=CC=C1)(C)C)C)C ([1-(1,1,2,3,3-pentamethyl-5-indanyl)ethyl]-triphenylphosphonium bromide), C(C)OC(=O)C1=CC=C(C=O)C=C1 (4-ethoxycarbonyl-benzaldehyde). Yields the product C(C)OC(C1=CC=C(C=C1)\C=C(/C)\C=1C=C2C(C(C(C2=CC1)(C)C)C)(C)C)=O (p-[(E)-2-(1,1,2,3,3,-pentamethyl-5-indanyl)propenyl]-benzoic acid ethyl ester). RXN SMILES: [Br-].[CH3:2][C:3]1([CH3:36])[C:11]2[C:6](=[CH:7][C:8]([CH:12]([P+](C3C=CC=CC=3)(C3C=CC=CC=3)C3C=CC=CC=3)[CH3:13])=[CH:9][CH:10]=2)[C:5]([CH3:34])([CH3:33])[CH:4]1[CH3:35].[CH2:37]([O:39][C:40]([C:42]1[CH:49]=[CH:48][C:45]([CH:46]=O)=[CH:44][CH:43]=1)=[O:41])[CH3:38]>>[CH2:37]([O:39][C:40](=[O:41])[C:42]1[CH:49]=[CH:48][C:45](/[CH:46]=[C:12](/[C:8]2[CH:7]=[C:6]3[C:11](=[CH:10][CH:9]=2)[C:3]([CH3:36])([CH3:2])[CH:4]([CH3:35])[C:5]3([CH3:33])[CH3:34])\[CH3:13])=[CH:44][CH:43]=1)[CH3:38] |f:0.1|. Procedure: In a manner analogous to that described in Example 1, from [1-(1,1,2,3,3-pentamethyl-5-indanyl)ethyl]-triphenylphosphonium bromide and 4-ethoxycarbonyl-benzaldehyde there can be obtained p-[(E)-2-(1,1,2,3,3,-pentamethyl-5-indanyl)propenyl]-benzoic acid ethyl ester of melting point 79°-80° C. The reactants are CC1=C(C=CC=C1C)O (2,3-dimethyl-phenol), C(C)OC(C(C(=O)OCC)C(=O)OCC)=O (2-ethoxycarbonyl-malonic acid diethyl ester), [Sn](Cl)(Cl)(Cl)Cl (tin tetrachloride). Conditions: temperature 200 celsius. Yields the product C(C)OC(=O)C=1C(OC2=C(C(=CC=C2C1O)C)C)=O (4-Hydroxy-7,8-dimethyl-2-oxo-2H-chromene-3-carboxylic acid ethyl ester). Isolated yield 0.7%. RXN SMILES: [CH3:1][C:2]1[C:7]([CH3:8])=[CH:6][CH:5]=[CH:4][C:3]=1[OH:9].[CH2:10]([O:12][C:13](=[O:25])[CH:14]([C:20](OCC)=[O:21])[C:15](OCC)=[O:16])[CH3:11].[Sn](Cl)(Cl)(Cl)Cl>>[CH2:10]([O:12][C:13]([C:14]1[C:15](=[O:16])[O:9][C:3]2[C:4]([C:20]=1[OH:21])=[CH:5][CH:6]=[C:7]([CH3:8])[C:2]=2[CH3:1])=[O:25])[CH3:11]. Procedure details: A mixture of 2,3-dimethyl-phenol (1.17 g, 9.57 mmol), 2-ethoxycarbonyl-malonic acid diethyl ester (4.1 mL, 19.1 mmol), and tin tetrachloride (23 μL, 0.19 mmol) was heated in a 200° C.-oil bath for 10 min; then cooled, the reaction mixture was directly purified on silica gel column chromatography (eluent: ethyl acetate in dichloromethane: 20% to 80%) to give the desired title product (18 mg). ESI (m/z): 263 (M+H)+. The reactants are CN1CCC(CC1)CCOC1=C(C=C2C(NC=NC2=C1)=O)OC (7-(2-(1-methylpiperidin-4-yl)ethoxy)-6-methoxy-3,4-dihydroquinazolin-4-one), CN(C)C=O (DMF), S(=O)(Cl)Cl (thionyl chloride). The product is ClC1=NC=NC2=CC(=C(C=C12)OC)OCCC1CCN(CC1)C (4-chloro-6-methoxy-7-(2-(1-methylpiperidin-4-yl)ethoxy)quinazoline). Yield: 54.0%. Reaction SMILES: [CH3:1][N:2]1[CH2:7][CH2:6][CH:5]([CH2:8][CH2:9][O:10][C:11]2[CH:20]=[C:19]3[C:14]([C:15](=O)[NH:16][CH:17]=[N:18]3)=[CH:13][C:12]=2[O:22][CH3:23])[CH2:4][CH2:3]1.CN(C=O)C.S(Cl)([Cl:31])=O>>[Cl:31][C:15]1[C:14]2[C:19](=[CH:20][C:11]([O:10][CH2:9][CH2:8][CH:5]3[CH2:6][CH2:7][N:2]([CH3:1])[CH2:3][CH2:4]3)=[C:12]([O:22][CH3:23])[CH:13]=2)[N:18]=[CH:17][N:16]=1. Procedure details: A solution of 7-(2-(1-methylpiperidin-4-yl)ethoxy)-6-methoxy-3,4-dihydroquinazolin-4-one (3.1 g, 9.8 mmol) in thionyl chloride (40 ml) containing DMF (400 μl) was refluxed for 4 hours. After cooling, the volatiles were removed under vacuum. The residue was partitioned between methylene chloride and water and the pH of the aqueous layer was adjusted to 11 with solid sodium hydrogen carbonate and aqueous ammonia. The organic layer was separated, dried (MgSO4) and evaporated. The residue was tritur... Reactants: I[Cu]I, C#CC(O)c1cc(OCc2ccc(F)cc2)c2c(c1)C(C)(C)CCC2(C)C, O=C(O)c1ccc(I)cc1. The product is CC1(C)CCC(C)(C)c2c(OCc3ccc(F)cc3)cc(C(O)C#Cc3ccc(C(=O)O)cc3)cc21. RXN SMILES: [Cu:38]([I:39])[I:40].[F:1][c:2]1[cH:3][cH:4][c:5]([CH2:6][O:7][c:8]2[cH:9][c:10]([CH:22]([C:23]#[CH:24])[OH:25])[cH:11][c:12]3[c:17]2[C:16]([CH3:18])([CH3:19])[CH2:15][CH2:14][C:13]3([CH3:20])[CH3:21])[cH:26][cH:27]1.[I:28][c:29]1[cH:30][cH:31][c:32]([C:33](=[O:34])[OH:35])[cH:36][cH:37]1>>[F:1][c:2]1[cH:3][cH:4][c:5]([CH2:6][O:7][c:8]2[cH:9][c:10]([CH:22]([C:23]#[C:24][c:29]3[cH:30][cH:31][c:32]([C:33](=[O:34])[OH:35])[cH:36][cH:37]3)[OH:25])[cH:11][c:12]3[c:17]2[C:16]([CH3:18])([CH3:19])[CH2:15][CH2:14][C:13]3([CH3:20])[CH3:21])[cH:26][cH:27]1. Starting materials: [Al+3], O=c1c(Cl)c(-c2ccc(Cl)cc2)cnn1Cc1ccccc1, Cc1ccccc1, [Cl-], [Cl-], [Cl-]. Product: O=c1[nH]ncc(-c2ccc(Cl)cc2)c1Cl. RXN SMILES: [Al+3:24].[CH2:1]([c:2]1[cH:3][cH:4][cH:5][cH:6][cH:7]1)[n:8]1[n:9][cH:10][c:11](-[c:16]2[cH:17][cH:18][c:19]([Cl:22])[cH:20][cH:21]2)[c:12]([Cl:15])[c:13]1=[O:14].[CH3:27][c:28]1[cH:29][cH:30][cH:31][cH:32][cH:33]1.[Cl-:23].[Cl-:25].[Cl-:26]>>[nH:8]1[n:9][cH:10][c:11](-[c:16]2[cH:17][cH:18][c:19]([Cl:22])[cH:20][cH:21]2)[c:12]([Cl:15])[c:13]1=[O:14].